This data is from the Open Reaction Database (ORD), a public repository of structured organic reaction records. The task is: describe an organic reaction: reactants, conditions, products, and yield Reactants: [OH-].[Na+] (sodium hydroxide), C(CCCCC)N=C=S (n-hexylisothiocyanate), solution, NC(C)CCCCC (2-aminoheptane), C(C)I (ethyl iodide). Run in C(C)O (ethanol), C1(=CC=CC=C1)C (toluene). Product: C(C)(CCCCC)NC(SCC)=NCCCCCC (1-sec-heptyl-3-n-hexyl-2-S-ethyl isothiourea). RXN SMILES: [CH2:1]([N:7]=[C:8]=[S:9])[CH2:2][CH2:3][CH2:4][CH2:5][CH3:6].[NH2:10][CH:11]([CH2:13][CH2:14][CH2:15][CH2:16][CH3:17])[CH3:12].[CH2:18](I)[CH3:19].[OH-].[Na+]>C1(C)C=CC=CC=1.C(O)C>[CH:11]([NH:10][C:8](=[N:7][CH2:1][CH2:2][CH2:3][CH2:4][CH2:5][CH3:6])[S:9][CH2:18][CH3:19])([CH2:13][CH2:14][CH2:15][CH2:16][CH3:17])[CH3:12] |f:3.4|. Procedure details: The equipment, procedure and reactants were the same as in Example 31 with the exception that 10.01 g (0.07 mole) of n-hexylisothiocyanate, 8.05 g (0.07 mole) 2-aminoheptane, 35 ml ethanol 2B, 11.7 g (0.075 mole) ethyl iodide, 200 ml of toluene and a one percent solution sodium hydroxide (0.08 mole) were used as reactants and reagents in the procedure. The reaction produced 19.6 g (98 weight percent of theory yield of a clear liquid having a nD30 of 1.4765. The product was identified as the titl... Starting materials: CC1=NC(=CC(=C1CO)C(F)(F)F)C1=CC=C(C=C1)OC(F)(F)F ([2-methyl-6-(4-trifluoromethoxy-phenyl)-4-trifluoromethyl-pyridin-3-yl]-methanol), C(CCC)P(CCCC)CCCC (tributylphosphine), CN(C(=O)N=NC(=O)N(C)C)C (N,N,N′,N′-tetramethyl azodicarboxamide), C(C)OC(CN1C=CC2=CC=C(C=C12)O)=O ((6-hydroxy-indol-1-yl)-acetic acid ethyl ester). Yields the product C(C)OC(CN1C=CC2=CC=C(C=C12)OCC=1C(=NC(=CC1C(F)(F)F)C1=CC=C(C=C1)OC(F)(F)F)C)=O ({6-[2-Methyl-6-(4-trifluoromethoxy-phenyl)-4-trifluoromethyl-pyridin-3-ylmethoxy]-indol-1-yl}-acetic acid ethyl ester). As a reaction SMILES: [CH2:1]([O:3][C:4](=[O:16])[CH2:5][N:6]1[C:14]2[C:9](=[CH:10][CH:11]=[C:12]([OH:15])[CH:13]=2)[CH:8]=[CH:7]1)[CH3:2].[CH3:17][C:18]1[C:23]([CH2:24]O)=[C:22]([C:26]([F:29])([F:28])[F:27])[CH:21]=[C:20]([C:30]2[CH:35]=[CH:34][C:33]([O:36][C:37]([F:40])([F:39])[F:38])=[CH:32][CH:31]=2)[N:19]=1.C(P(CCCC)CCCC)CCC.CN(C)C(N=NC(N(C)C)=O)=O>>[CH2:1]([O:3][C:4](=[O:16])[CH2:5][N:6]1[C:14]2[C:9](=[CH:10][CH:11]=[C:12]([O:15][CH2:24][C:23]3[C:18]([CH3:17])=[N:19][C:20]([C:30]4[CH:31]=[CH:32][C:33]([O:36][C:37]([F:39])([F:38])[F:40])=[CH:34][CH:35]=4)=[CH:21][C:22]=3[C:26]([F:27])([F:29])[F:28])[CH:13]=2)[CH:8]=[CH:7]1)[CH3:2]. Reported procedure: In analogy to the procedure described in example 5 f], (6-hydroxy-indol-1-yl)-acetic acid ethyl ester (example 6 b]) was reacted with [2-methyl-6-(4-trifluoromethoxy-phenyl)-4-trifluoromethyl-pyridin-3-yl]-methanol in the presence of tributylphosphine and N,N,N′,N′-tetramethyl azodicarboxamide to yield the title compound as colorless solid. Reagents/catalysts: CN(C)C=O (DMF). RXN SMILES: [CH2:1]([O:8][C:9]([N:11]1[CH2:15][CH2:14][CH2:13][C@H:12]1[CH2:16][C:17]([OH:19])=O)=[O:10])[C:2]1[CH:7]=[CH:6][CH:5]=[CH:4][CH:3]=1.C(Cl)(=O)C([Cl:23])=O>CN(C=O)C.ClCCl>[Cl:23][C:17](=[O:19])[CH2:16][C@@H:12]1[CH2:13][CH2:14][CH2:15][N:11]1[C:9]([O:8][CH2:1][C:2]1[CH:7]=[CH:6][CH:5]=[CH:4][CH:3]=1)=[O:10]. Conditions: time 3 hour. Procedure: To an argon purged round bottom flask fitted with a magnetic stirbar was added (S)-2-(1-(benzyloxycarbonyl)pyrrolidin-2-yl)acetic acid (235 mg, 0.893 mmol) followed by anhydrous dichloromethane (5 mL). The reaction was treated with anhydrous DMF (2 drops ˜5 μL). The flow of argon was stopped, and the reaction vessel fitted with a balloon. Oxalyl chloride (0.12 mL, 1.38 mmol) was added in two portions, resulting in effervescence. The reaction was stirred at room temperature for 3 hours, before be... The solvent is ClCCl (dichloromethane). Product: ClC(C[C@H]1N(CCC1)C(=O)OCC1=CC=CC=C1)=O ((S)-benzyl 2-(2-chloro-2-oxoethyl)pyrrolidine-1-carboxylate). Starting materials: C(C1=CC=CC=C1)OC(=O)N1[C@@H](CCC1)CC(=O)O ((S)-2-(1-(benzyloxycarbonyl)pyrrolidin-2-yl)acetic acid), C(C(=O)Cl)(=O)Cl (Oxalyl chloride). Reactants: COC(=O)C(=O)c1ccc(O)cc1, CC(C)n1c(C=CCO)c(-c2ccc(F)cc2)c2ccccc21, CCOC(=O)N=NC(=O)OCC, C1CCOC1, c1ccc(P(c2ccccc2)c2ccccc2)cc1. The product is COC(=O)C(=O)c1ccc(OCC=Cc2c(-c3ccc(F)cc3)c3ccccc3n2C(C)C)cc1. As a reaction SMILES: [CH3:24][O:25][C:26]([C:27](=[O:28])[c:29]1[cH:30][cH:31][c:32]([OH:35])[cH:33][cH:34]1)=[O:36].[F:1][c:2]1[cH:3][cH:4][c:5](-[c:8]2[c:9]([CH:20]=[CH:21][CH2:22][OH:23])[n:10]([CH:17]([CH3:18])[CH3:19])[c:11]3[cH:12][cH:13][cH:14][cH:15][c:16]23)[cH:6][cH:7]1.[O:37]=[C:38]([O:39][CH2:40][CH3:41])[N:42]=[N:43][C:44]([O:45][CH2:46][CH3:47])=[O:48].[O:68]1[CH2:69][CH2:70][CH2:71][CH2:72]1.[c:49]1([P:50]([c:51]2[cH:52][cH:53][cH:54][cH:55][cH:56]2)[c:57]2[cH:58][cH:59][cH:60][cH:61][cH:62]2)[cH:63][cH:64][cH:65][cH:66][cH:67]1>>[F:1][c:2]1[cH:3][cH:4][c:5](-[c:8]2[c:9]([CH:20]=[CH:21][CH2:22][O:23][c:32]3[cH:31][cH:30][c:29]([C:27]([C:26]([O:25][CH3:24])=[O:36])=[O:28])[cH:34][cH:33]3)[n:10]([CH:17]([CH3:18])[CH3:19])[c:11]3[cH:12][cH:13][cH:14][cH:15][c:16]23)[cH:6][cH:7]1. Solvent: CCOC(=O)C (EtOAc), [Cl-].[Na+].O (brine), C1(=CC=CC=C1)C (toluene). Reaction SMILES: [CH3:1][O:2][C:3]1[C:4]([C:20](=O)[C:21]([F:24])([F:23])[F:22])=[C:5]2[C:9](=[C:10]([CH3:12])[CH:11]=1)[N:8]([C:13]([O:15][C:16]([CH3:19])([CH3:18])[CH3:17])=[O:14])[CH:7]=[CH:6]2.[CH3:26][C:27]([S:30]([NH2:32])=[O:31])([CH3:29])[CH3:28]>C1(C)C=CC=CC=1.CCOC(C)=O.[Cl-].[Na+].O>[C:27]([S:30]([N:32]=[C:20]([C:4]1[C:3]([O:2][CH3:1])=[CH:11][C:10]([CH3:12])=[C:9]2[C:5]=1[CH:6]=[CH:7][N:8]2[C:13]([O:15][C:16]([CH3:18])([CH3:19])[CH3:17])=[O:14])[C:21]([F:22])([F:24])[F:23])=[O:31])([CH3:29])([CH3:28])[CH3:26] |f:4.5.6|. The product is C(C)(C)(C)S(=O)N=C(C(F)(F)F)C1=C2C=CN(C2=C(C=C1OC)C)C(=O)OC(C)(C)C ((±)-tert-Butyl 4-(1-((tert-butylsulfinyl)imino)-2,2,2-trifluoroethyl)-5-methoxy-7-methyl-1H-indole-1-carboxylate). Starting materials: COC=1C(=C2C=CN(C2=C(C1)C)C(=O)OC(C)(C)C)C(C(F)(F)F)=O (tert-butyl 5-methoxy-7-methyl-4-(2,2,2-trifluoroacetyl)-1H-indole-1-carboxylate), CC(C)(C)S(=O)N (2-methyl-2-propanesulfinamide), Zr(O-t-Bu)4. Procedure: To a solution of tert-butyl 5-methoxy-7-methyl-4-(2,2,2-trifluoroacetyl)-1H-indole-1-carboxylate (0.45 g, 1.26 mmol) and 2-methyl-2-propanesulfinamide (0.46 g, 3.78 mmol) in toluene (12.6 mL), Zr(O-t-Bu)4 (2.52 mL, 6.30 mmol) was added at room temperature, and the reaction was heated to 100° C. After 15 minutes the reaction mixture was cooled to room temperature and diluted with EtOAc and sat. aq. brine. The resulting mixture was filtered and the layers separated. The aqueous layer was extracted... Conditions: temperature 100 celsius. Starting materials: O=Cc1cc(Br)ccc1O, CC(=O)O[BH-](OC(C)=O)OC(C)=O, CC1CNCC(C)N1, ClCCl, [Na+]. The product is CC1CN(Cc2cc(Br)ccc2O)CC(C)N1. As a reaction SMILES: [Br:1][c:2]1[cH:3][cH:4][c:5]([OH:10])[c:6]([CH:7]=[O:8])[cH:9]1.[C:19]([O:20][BH-:21]([O:22][C:23](=[O:24])[CH3:25])[O:26][C:27](=[O:28])[CH3:29])(=[O:30])[CH3:31].[CH3:11][CH:12]1[NH:13][CH:14]([CH3:18])[CH2:15][NH:16][CH2:17]1.[Cl:33][CH2:34][Cl:35].[Na+:32]>>[Br:1][c:2]1[cH:3][cH:4][c:5]([OH:10])[c:6]([CH2:7][N:16]2[CH2:15][CH:14]([CH3:18])[NH:13][CH:12]([CH3:11])[CH2:17]2)[cH:9]1. Reactants: ClC1=C(C=CC=C1)C1=NC(C=2N(C3=C1C=C(S3)CC(=O)O)C(=NN2)C)C (2-[4-(2-chlorophenyl)-6,9-dimethyl-6H-thieno[3,2-f][1,2,4]triazolo[4,3-a][1,4]diazepin-2-yl]acetic acid), ON1N=NC2=C1C=CC=C2 (N-hydroxybenzotriazole), N1CCCCC1 (piperidine), C1(CCCCC1)N=C=NC1CCCCC1 (dicyclohexyl carbodiimide). Solvent: CN(C=O)C (dimethylformamide). Run at time 10 minute. Yields the product ClC1=C(C=CC=C1)C1=NC(C=2N(C3=C1C=C(S3)CC(=O)N3CCCCC3)C(=NN2)C)C (2-[4-(2-chlorophenyl)-6,9-dimethyl-6H-thieno[3,2-f][1,2,4 ]triazolo[4,3-a][1,4]diazepin-2-yl]acetic acid piperidide). Isolated yield 69.7%. RXN SMILES: [Cl:1][C:2]1[CH:7]=[CH:6][CH:5]=[CH:4][C:3]=1[C:8]1[C:14]2[CH:15]=[C:16]([CH2:18][C:19]([OH:21])=O)[S:17][C:13]=2[N:12]2[C:22]([CH3:25])=[N:23][N:24]=[C:11]2[CH:10]([CH3:26])[N:9]=1.O[N:28]1[C:32]2C=[CH:34][CH:35]=[CH:36][C:31]=2N=N1.N1CCCCC1.C1(N=C=NC2CCCCC2)CCCCC1>CN(C)C=O>[Cl:1][C:2]1[CH:7]=[CH:6][CH:5]=[CH:4][C:3]=1[C:8]1[C:14]2[CH:15]=[C:16]([CH2:18][C:19]([N:28]3[CH2:34][CH2:35][CH2:36][CH2:31][CH2:32]3)=[O:21])[S:17][C:13]=2[N:12]2[C:22]([CH3:25])=[N:23][N:24]=[C:11]2[CH:10]([CH3:26])[N:9]=1. Procedure details: To a solution of 1.1 g of 2-[4-(2-chlorophenyl)-6,9-dimethyl-6H-thieno[3,2-f][1,2,4]triazolo[4,3-a][1,4]diazepin-2-yl]acetic acid in 15 ml of dimethylformamide are added 0.4 g of N-hydroxybenzotriazole and 0.3 g of piperidine and stirred at room temperature for 10 minutes. To the mixture is added 0.65 g of dicyclohexyl carbodiimide under ice-cooling and stirred for 1 hour and furthermore stirred at room temperature for 21 hours. The resulting dicyclohexylurea is filtered off and to the filtrate ...